describe an organic reaction: reactants, conditions, products, and yield From a dataset of the Open Reaction Database (ORD), a public repository of structured organic reaction records. The reactants are COC=1C=CC(=C(C=O)C1)OCOC (5-methoxy-2-methoxymethoxybenzaldehyde), OC1=CC=C(C=O)C=C1 (4-hydroxybenzaldehyde). The product is COCOC1=CC=C(C=O)C=C1 (4-methoxymethoxybenzaldehyde). As a reaction SMILES: CO[C:3]1[CH:4]=[CH:5][C:6]([O:11][CH2:12][O:13][CH3:14])=[C:7]([CH:10]=1)C=O.[OH:15][C:16]1C=CC(C=O)=CC=1>>[CH3:14][O:13][CH2:12][O:11][C:6]1[CH:7]=[CH:10][C:3]([CH:16]=[O:15])=[CH:4][CH:5]=1. Procedure details: 4-methoxymethoxybenzaldehyde (F3) was prepared in a similar manner for the preparation of 5-methoxy-2-methoxymethoxybenzaldehyde (F1) by using 4-hydroxybenzaldehyde (4.48 g, 40 mmol) instead of 2-hydroxy-5-methoxybenzaldehyde in 96% (6.40 g): 1H-NMR (500 MHz, CDCl3) δ3.53 (s, 1H), 5.24 (s, 2H), 7.17 (d, 1H, J=9.0 Hz), 7.35 (d, 1H, J=9.0 Hz), 10.52 (s, 1H).